This data is from the Open Reaction Database (ORD), a public repository of structured organic reaction records. The task is: describe an organic reaction: reactants, conditions, products, and yield Reactants: COC(=O)[C@H]1[C@@H](C1)C(NC1CCC(CC1)C)=O (trans-2-(4-methyl-cyclohexylcarbamoyl)-cyclopropane-carboxylic acid monomethyl ester), [OH-].[Na+] (NaOH), CO.O1CCOCC1 (MeOH dioxane). Product: C[C@H]1[C@@H](CCCC1)NC(=O)[C@H]1[C@@H](C1)C(=O)O (trans-2-(trans-2-Methylcyclohexylcarbamoyl)-cyclopropanecarboxylic acid). The yield is 87.0%. Reaction SMILES: C[O:2][C:3]([C@@H:5]1[CH2:7][C@H:6]1[C:8](=[O:17])[NH:9][CH:10]1[CH2:15][CH2:14][CH:13](C)[CH2:12][CH2:11]1)=[O:4].[OH-].[Na+].CO.O1CCOC[CH2:23]1>>[CH3:23][C@@H:15]1[CH2:14][CH2:13][CH2:12][CH2:11][C@H:10]1[NH:9][C:8]([C@@H:6]1[CH2:7][C@H:5]1[C:3]([OH:2])=[O:4])=[O:17] |f:1.2,3.4|. Procedure details: Stir a solution of trans-2-(4-methyl-cyclohexylcarbamoyl)-cyclopropane-carboxylic acid monomethyl ester (Example 11a) (4.5 g, 19.8 mmol), 5N NaOH (40 mL) and MeOH/dioxane overnight. Concentrate the reaction mixture under vacuum, cool the resulting solution and acidify to pH 5. Collect the precipitate, wash (H2O) and dry under vacuum at 40° C. to obtain 3.7 g (87%) of solid.